Dataset: the Open Reaction Database (ORD), a public repository of structured organic reaction records. Task: describe an organic reaction: reactants, conditions, products, and yield Starting materials: Cl.OC1=C(OC(C)O)C=CC(=C1)N (2-hydroxy-4-aminophenoxyethanol hydrochloride), [N-]=C=O.[K+] (potassium isocyanate). Solvent: O (water), O (water). The product is OC1=C(OC(C)O)C=CC(=C1)NC(=O)N (2-hydroxy-4-ureidophenoxyethanol). Reaction SMILES: Cl.[OH:2][C:3]1[CH:12]=[C:11]([NH2:13])[CH:10]=[CH:9][C:4]=1[O:5][CH:6]([OH:8])[CH3:7].[N-:14]=[C:15]=[O:16].[K+]>O>[OH:2][C:3]1[CH:12]=[C:11]([NH:13][C:15]([NH2:14])=[O:16])[CH:10]=[CH:9][C:4]=1[O:5][CH:6]([OH:8])[CH3:7] |f:0.1,2.3|. Reported procedure: 0.03 mol (6.16 g) of 2-hydroxy-4-aminophenoxyethanol hydrochloride is dissolved in 34 ml of water at 15° C. 0.03 mol (2.43 g) of potassium isocyanate dissolved in 7.5 ml of water is added to this solution, with stirring. The temperature of the reaction medium rises to 25° C. After stirring for 30 minutes, the expected product which has precipitated is filtered off. It is washed with a normal solution of hydrochloric acid and then with water. After recrystallization from acetic acid and drying in...